From a dataset of the Open Reaction Database (ORD), a public repository of structured organic reaction records. describe an organic reaction: reactants, conditions, products, and yield The reactants are ClCc1ccccc1, NC(=O)c1ccccc1N, [Na+], [OH-], O. Product: NC(=O)c1ccccc1NCc1ccccc1. RXN SMILES: [Cl:13][CH2:14][c:15]1[cH:16][cH:17][cH:18][cH:19][cH:20]1.[NH2:3][c:4]1[c:5]([C:6](=[O:7])[NH2:8])[cH:9][cH:10][cH:11][cH:12]1.[Na+:2].[OH-:1].[OH2:21]>>[NH:3]([c:4]1[c:5]([C:6](=[O:7])[NH2:8])[cH:9][cH:10][cH:11][cH:12]1)[CH2:14][c:15]1[cH:16][cH:17][cH:18][cH:19][cH:20]1.